This data is from the Open Reaction Database (ORD), a public repository of structured organic reaction records. The task is: describe an organic reaction: reactants, conditions, products, and yield Starting materials: CC(=Cc1ccc(S(=O)[O-])cc1)c1ccc2c(c1)C(C)(C)CCC2(C)C, CCO, CC(=O)O, C=CC(C)=O, [Na+]. Product: CC(=O)CCS(=O)(=O)c1ccc(C=C(C)c2ccc3c(c2)C(C)(C)CCC3(C)C)cc1. RXN SMILES: [CH3:1][C:2]1([CH3:26])[c:3]2[cH:4][cH:5][c:6]([C:14](=[CH:15][c:16]3[cH:17][cH:18][c:19]([S:22](=[O:23])[O-:24])[cH:20][cH:21]3)[CH3:25])[cH:7][c:8]2[C:9]([CH3:12])([CH3:13])[CH2:10][CH2:11]1.[CH3:28][CH2:29][OH:30].[CH3:36][C:37](=[O:38])[OH:39].[CH:31](=[CH2:32])[C:33](=[O:34])[CH3:35].[Na+:27]>>[CH3:1][C:2]1([CH3:26])[c:3]2[cH:4][cH:5][c:6]([C:14](=[CH:15][c:16]3[cH:17][cH:18][c:19]([S:22](=[O:23])(=[O:24])[CH2:32][CH2:31][C:33](=[O:34])[CH3:35])[cH:20][cH:21]3)[CH3:25])[cH:7][c:8]2[C:9]([CH3:12])([CH3:13])[CH2:10][CH2:11]1. The reactants are CN (methylamine), C(C1=CC=CC=C1)OC(=O)N[C@H](C(C(=O)O)O)CC1CC1 ((3S)-3-(benzyloxycarbonylamino)-4-cyclopropyl-2-hydroxybutanoic acid), ON1C(=O)CCC1=O (HOSu), C(CCl)Cl (EDC). Solvent: C1CCOC1 (THF), C(Cl)Cl (DCM). Conditions: time 30 minute. Product: C1(CC1)C[C@@H](C(C(=O)NC)O)NC(OCC1=CC=CC=C1)=O (benzyl (2S)-1-cyclopropyl-3-hydroxy-4-(methylamino)-4-oxobutan-2-ylcarbamate). Yield: 62.8%. Reaction SMILES: [CH2:1]([O:8][C:9]([NH:11][C@@H:12]([CH2:18][CH:19]1[CH2:21][CH2:20]1)[CH:13]([OH:17])[C:14](O)=[O:15])=[O:10])[C:2]1[CH:7]=[CH:6][CH:5]=[CH:4][CH:3]=1.O[N:23]1C(=O)CC[C:24]1=O.C(Cl)CCl.CN>C(Cl)Cl.C1COCC1>[CH:19]1([CH2:18][C@H:12]([NH:11][C:9](=[O:10])[O:8][CH2:1][C:2]2[CH:7]=[CH:6][CH:5]=[CH:4][CH:3]=2)[CH:13]([OH:17])[C:14]([NH:23][CH3:24])=[O:15])[CH2:21][CH2:20]1. Reported procedure: To a solution of (3S)-3-(benzyloxycarbonylamino)-4-cyclopropyl-2-hydroxybutanoic acid (180 mg, 0.26 mmol) in DCM (20 mL) was added HOSu (105 mg, 0.92 mmol), EDC (175 mg, 0.92 mmol). After stirred for 30 minutes, methylamine in THF (2 N, 0.92 mL) was added to above mixture. The reaction mixture was stirred for 18 hours and then concentrated in vacuo. The residue was purified by Gilson Prep to afford title compound (50 mg). 1H-NMR (CDCl3): δ 7.53-7.26 (m, 5H), 6.83 (NH, 1H), 5.25 (NH, 1H), 5.05 (m... The reactants are NC1=C(C=C(C(=N1)OC)C(=O)OC)I (methyl 6-amino-5-iodo-2-(methyloxy)-3-pyridinecarboxylate), [OH-].[Li+] (lithium hydroxide), Cl (hydrochloric acid). The solvent is O (water), CO (methanol). Reaction conditions: temperature 70 celsius. Yields the product NC1=C(C=C(C(=N1)OC)C(=O)O)I (6-Amino-5-iodo-2-(methyloxy)-3-pyridinecarboxylic acid). The yield is 97.4%. RXN SMILES: [NH2:1][C:2]1[N:7]=[C:6]([O:8][CH3:9])[C:5]([C:10]([O:12]C)=[O:11])=[CH:4][C:3]=1[I:14].[OH-].[Li+].Cl>CO.O>[NH2:1][C:2]1[N:7]=[C:6]([O:8][CH3:9])[C:5]([C:10]([OH:12])=[O:11])=[CH:4][C:3]=1[I:14] |f:1.2|. Reported procedure: To a solution of methyl 6-amino-5-iodo-2-(methyloxy)-3-pyridinecarboxylate (1.4 g, 4.54 mmol) in methanol (30 ml), 1M aqueous lithium hydroxide (9 ml, 9 mmol) was added and the mixture was heated at 70° C. for 2 h. After cooling to room temperature, the mixture was concentrated in vacuo to give a solid. The residual solid was dissolved in water (50 ml) and acidified (pH=5) by addition of 2N aqueous hydrochloric acid. The resultant solid was collected by filtration, washed with water and dried in... Reactants: CN1C=CC=2C3=C(N=C(N=C3C=C(C21)C=2SC(=CC2)C)N)N (7-methyl-6-(5-methyl-thiophen-2-yl)-7H-pyrrolo[3,2-f]quinazoline-1,3-diamine), [H-].[Na+] (sodium hydride), IC (iodomethane), O (water). The solvent is CN(C=O)C (N,N-dimethylformamide). Run at temperature 25 celsius, time 15 minute. The product is CN1C=CC=2C3=C(N=C(N=C3C=C(C21)C=2SC(=CC2)C)N)NC (7,N1-dimethyl-6-(5-methyl-thiophen-2-yl)-7H-pyrrolo[3,2-f]quinazoline-1,3-diamine). Yield: 11.6%. As a reaction SMILES: [CH3:1][N:2]1[C:14]2[C:13]([C:15]3[S:16][C:17]([CH3:20])=[CH:18][CH:19]=3)=[CH:12][C:11]3[C:6](=[C:7]([NH2:22])[N:8]=[C:9]([NH2:21])[N:10]=3)[C:5]=2[CH:4]=[CH:3]1.[H-].[Na+].I[CH3:26].O>CN(C)C=O>[CH3:1][N:2]1[C:14]2[C:13]([C:15]3[S:16][C:17]([CH3:20])=[CH:18][CH:19]=3)=[CH:12][C:11]3[C:6](=[C:7]([NH:22][CH3:26])[N:8]=[C:9]([NH2:21])[N:10]=3)[C:5]=2[CH:4]=[CH:3]1 |f:1.2|. Procedure: A solution of 7-methyl-6-(5-methyl-thiophen-2-yl)-7H-pyrrolo[3,2-f]quinazoline-1,3-diamine (100 mg, 0.32 mmol) in N,N-dimethylformamide (5.0 mL) at 25° C. was treated with 60% sodium hydride (25 mg, 0.62 mmol) and iodomethane (0.62 mL, 0.35 mmol) and stirred at 25° C. for 15 min. The resulting mixture was poured into water and extracted with a 9/1 methylene chloride/methanol solution. Flash chromatography (Merck Silica gel 60, 230–400 mesh, 9:1 methylene chloride/methanol) afforded 7,N1-dimethyl... Starting materials: CC(C)(C)c1cccc2c1SCC2(C)C, CCCC(=O)O. Yields the product CCCC(=O)c1cc(C(C)(C)C)c2c(c1)C(C)(C)CS2. Reaction SMILES: [C:1]([CH3:2])([CH3:3])([CH3:4])[c:5]1[cH:6][cH:7][cH:8][c:9]2[c:10]1[S:11][CH2:12][C:13]2([CH3:14])[CH3:15].[CH3:16][CH2:17][CH2:18][C:19]([OH:20])=[O:21]>>[C:1]([CH3:2])([CH3:3])([CH3:4])[c:5]1[cH:6][c:7]([C:19]([CH2:18][CH2:17][CH3:16])=[O:20])[cH:8][c:9]2[c:10]1[S:11][CH2:12][C:13]2([CH3:14])[CH3:15]. The reactants are OC1=C(N=CC=2N(C(OCC21)=O)CC2=CC=C(C#N)C=C2)C (4-(5-Hydroxy-6-methyl-2-oxo-4H-pyrido[3,4-d][1,3]oxazin-1-ylmethyl)-benzonitrile), BrCC1=CC(=CC=C1)C#N (α-bromo-m-tolunitrile). Product: C(#N)C=1C=C(COC2=C(N=CC=3N(C(OCC32)=O)CC3=CC=C(C#N)C=C3)C)C=CC1 (4-[5-(3-Cyano-benzyloxy)-6-methyl-2-oxo-4H-pyrido[3,4-d][1,3]oxazin-1ylmethyl]-benzonitrile). Yield: 28.0%. Reaction SMILES: [OH:1][C:2]1[C:11]2[CH2:10][O:9][C:8](=[O:12])[N:7]([CH2:13][C:14]3[CH:21]=[CH:20][C:17]([C:18]#[N:19])=[CH:16][CH:15]=3)[C:6]=2[CH:5]=[N:4][C:3]=1[CH3:22].Br[CH2:24][C:25]1[CH:30]=[CH:29][CH:28]=[C:27]([C:31]#[N:32])[CH:26]=1>>[C:31]([C:27]1[CH:26]=[C:25]([CH:30]=[CH:29][CH:28]=1)[CH2:24][O:1][C:2]1[C:11]2[CH2:10][O:9][C:8](=[O:12])[N:7]([CH2:13][C:14]3[CH:21]=[CH:20][C:17]([C:18]#[N:19])=[CH:16][CH:15]=3)[C:6]=2[CH:5]=[N:4][C:3]=1[CH3:22])#[N:32]. Procedure: The coupling of 4-(5-hydroxy-6-methyl-2-oxo-4H-pyrido[3,4-d][1,3]oxazin-1-ylmethyl)-benzonitrile (82) (0.8 g, 2.8 mmol) and α-bromo-m-tolunitrile (5.9 g, 30 mmol), as described in Example 1, gave 4-[5-(3-cyano-benzyloxy)-6-methyl-2-oxo-4H-pyrido[3,4-d][1,3]oxazin-1ylmethyl]-benzonitrile (85) (322 mg, 28% yield) as.